From a dataset of the Open Reaction Database (ORD), a public repository of structured organic reaction records. describe an organic reaction: reactants, conditions, products, and yield Reactants: O=C1N(C(C2=CC=CC=C12)=O)CC1=CC=C(OCC2=NC(=NO2)[C@H]2N(CCCC2)C(=O)OC(C)(C)C)C=C1 (tert-butyl (2S)-2-[5-(4-[(1,3-dioxo-2,3-dihydro-1H-2-isoindolyl)methyl]-phenoxymethyl)-1,2,4-oxadiazol-3-yl]-1-piperidinecarboxylate), Cl (hydrogen chloride). The product is Cl.N1[C@@H](CCCC1)C1=NOC(=N1)COC1=CC=C(CN2C(C3=CC=CC=C3C2=O)=O)C=C1 (2-[4-(3-[(2S)-2-piperidyl]-1,2,4-oxadiazol-5-ylmethoxy)benzyl]-1,3-isoindolinedione hydrochloride). RXN SMILES: [O:1]=[C:2]1[C:10]2[C:5](=[CH:6][CH:7]=[CH:8][CH:9]=2)[C:4](=[O:11])[N:3]1[CH2:12][C:13]1[CH:38]=[CH:37][C:16]([O:17][CH2:18][C:19]2[O:23][N:22]=[C:21]([C@@H:24]3[CH2:29][CH2:28][CH2:27][CH2:26][N:25]3C(OC(C)(C)C)=O)[N:20]=2)=[CH:15][CH:14]=1.[ClH:39]>>[ClH:39].[NH:25]1[CH2:26][CH2:27][CH2:28][CH2:29][C@H:24]1[C:21]1[N:20]=[C:19]([CH2:18][O:17][C:16]2[CH:37]=[CH:38][C:13]([CH2:12][N:3]3[C:2](=[O:1])[C:10]4[C:5](=[CH:6][CH:7]=[CH:8][CH:9]=4)[C:4]3=[O:11])=[CH:14][CH:15]=2)[O:23][N:22]=1 |f:2.3|. Procedure: The title compound was prepared by the method of Preparation 7 from tert-butyl (2S)-2-[5-(4-[(1,3-dioxo-2,3-dihydro-1H-2-isoindolyl)methyl]-phenoxymethyl)-1,2,4-oxadiazol-3-yl]-1-piperidinecarboxylate [see Preparation 14] and hydrogen chloride gas to afford 2-[4-(3-[(2S)-2-piperidyl]-1,2,4-oxadiazol-5-ylmethoxy)benzyl]-1,3-isoindolinedione hydrochloride as a white solid. Starting materials: F[B-](F)(F)F.O=C1N(C=CC=C1)OC(=[N+](C)C)N(C)C (O-(1,2-dihydro-2-oxo-1-pyridyl)-N,N,N′,N′-tetramethyluronium tetrafluoroborate), C(C)C=1C(=NC(=C(C(=O)O)C1)C)OC (5-ethyl-6-methoxy-2-methyl-nicotinic acid), N (ammonia), O1CCOCC1 (1,4-dioxane), N (ammonia), N (ammonia), O1CCOCC1 (1,4-dioxane), O.OC1=CC=CC=2NN=NC21 (hydroxybenzotriazole hydrate), C(C)N(C(C)C)C(C)C (N-ethyl-diisopropylamine). Run in ClCCl (dichloromethane), O (water). Run at time 30 minute. The product is C(C)C=1C(=NC(=C(C(=O)N)C1)C)OC (5-ethyl-6-methoxy-2-methyl-nicotinamide). Isolated yield 122.4%. As a reaction SMILES: [CH2:1]([C:3]1[C:4]([O:13][CH3:14])=[N:5][C:6]([CH3:12])=[C:7]([CH:11]=1)[C:8](O)=[O:9])[CH3:2].F[B-](F)(F)F.O=C1C=CC=C[N:22]1OC(N(C)C)=[N+](C)C.O.OC1C2N=NNC=2C=CC=1.N.O1CCOCC1.C(N(C(C)C)C(C)C)C>ClCCl.O>[CH2:1]([C:3]1[C:4]([O:13][CH3:14])=[N:5][C:6]([CH3:12])=[C:7]([CH:11]=1)[C:8]([NH2:22])=[O:9])[CH3:2] |f:1.2,3.4|. Procedure: A round bottom flask under a nitrogen atmosphere is charged with 5-ethyl-6-methoxy-2-methyl-nicotinic acid (1.00 g, 5.13 mmol) of Step 2, Example 14 dissolved in dichloromethane (50 mL). To this is added O-(1,2-dihydro-2-oxo-1-pyridyl)-N,N,N′,N′-tetramethyluronium tetrafluoroborate (1.676 g, 5.64 mmol) followed by hydroxybenzotriazole hydrate (785 mg, 5.13 mmol). The resulting mixture is stirred at rt for 30 min then treated with a solution of ammonia in 1,4-dioxane (0.5 M, 10.3 mL, 5.15 mmol) f... The reactants are O=C([O-])[O-], COc1cc(OCCOP(=O)(OCc2ccccc2)OCc2ccccc2)ccc1OC(C)=O, CO, [K+], [K+]. Yields the product COc1cc(OCCOP(=O)(OCc2ccccc2)OCc2ccccc2)ccc1O. As a reaction SMILES: [C:1](=[O:2])([O-:3])[O-:4].[C:7](=[O:8])([CH3:9])[O:10][c:11]1[c:12]([O:39][CH3:40])[cH:13][c:14]([O:17][CH2:18][CH2:19][O:20][P:21](=[O:22])([O:23][CH2:24][c:25]2[cH:26][cH:27][cH:28][cH:29][cH:30]2)[O:31][CH2:32][c:33]2[cH:34][cH:35][cH:36][cH:37][cH:38]2)[cH:15][cH:16]1.[CH3:41][OH:42].[K+:5].[K+:6]>>[OH:10][c:11]1[c:12]([O:39][CH3:40])[cH:13][c:14]([O:17][CH2:18][CH2:19][O:20][P:21](=[O:22])([O:23][CH2:24][c:25]2[cH:26][cH:27][cH:28][cH:29][cH:30]2)[O:31][CH2:32][c:33]2[cH:34][cH:35][cH:36][cH:37][cH:38]2)[cH:15][cH:16]1. Starting materials: O=C([O-])[O-], CN(C)C=O, Cn1c(C(F)(F)F)cc(=O)n(-c2cc(F)c([N+](=O)[O-])cc2F)c1=O, [K+], [K+], O, COC(=O)C(C)Oc1ncccc1O. Reaction SMILES: [C:44](=[O:45])([O-:46])[O-:47].[CH3:39][N:40]([CH3:41])[CH:42]=[O:43].[F:15][c:16]1[c:17]([N+:36](=[O:37])[O-:38])[cH:18][c:19]([F:35])[c:20](-[n:22]2[c:23](=[O:34])[n:24]([CH3:33])[c:25]([C:29]([F:30])([F:31])[F:32])[cH:26][c:27]2=[O:28])[cH:21]1.[K+:48].[K+:49].[OH2:50].[OH:1][c:2]1[c:3]([O:8][CH:9]([CH3:10])[C:11](=[O:12])[O:13][CH3:14])[n:4][cH:5][cH:6][cH:7]1>>[O:1]([c:2]1[c:3]([O:8][CH:9]([CH3:10])[C:11](=[O:12])[O:13][CH3:14])[n:4][cH:5][cH:6][cH:7]1)[c:16]1[c:17]([N+:36](=[O:37])[O-:38])[cH:18][c:19]([F:35])[c:20](-[n:22]2[c:23](=[O:34])[n:24]([CH3:33])[c:25]([C:29]([F:30])([F:31])[F:32])[cH:26][c:27]2=[O:28])[cH:21]1. Yields the product COC(=O)C(C)Oc1ncccc1Oc1cc(-n2c(=O)cc(C(F)(F)F)n(C)c2=O)c(F)cc1[N+](=O)[O-].